From a dataset of the Open Reaction Database (ORD), a public repository of structured organic reaction records. describe an organic reaction: reactants, conditions, products, and yield Starting materials: Cl.C1(CC1)COC1=C(C=C(C(=C1)F)OC)C=1C2=C(N=CN1)C(=C(N2)C)C(=O)N[C@H]2[C@@H](CNCC2)O (4-[2-(cyclopropylmethoxy)-4-fluoro-5-methoxyphenyl]-N-[(3R*,4R*)-3-hydroxypiperidin-4-yl]-6-methyl-5H-pyrrolo[3,2-d]pyrimidine-7-carboxamide hydrochloride), C(C)(=O)OCC(=O)Cl (2-chloro-2-oxoethyl acetate). Product: C1(CC1)COC1=C(C=C(C(=C1)F)OC)C=1C2=C(N=CN1)C(=C(N2)C)C(=O)N[C@H]2[C@@H](CN(CC2)C(CO)=O)O (4-[2-(Cyclopropylmethoxy)-4-fluoro-5-methoxyphenyl]-N-[(3R*,4R*)-1-glycoloyl-3-hydroxypiperidin-4-yl]-6-methyl-5H-pyrrolo[3,2-d]pyrimidine-7-carboxamide). As a reaction SMILES: Cl.[CH:2]1([CH2:5][O:6][C:7]2[CH:12]=[C:11]([F:13])[C:10]([O:14][CH3:15])=[CH:9][C:8]=2[C:16]2[C:17]3[NH:24][C:23]([CH3:25])=[C:22]([C:26]([NH:28][C@@H:29]4[CH2:34][CH2:33][NH:32][CH2:31][C@H:30]4[OH:35])=[O:27])[C:18]=3[N:19]=[CH:20][N:21]=2)[CH2:4][CH2:3]1.C([O:39][CH2:40][C:41](Cl)=[O:42])(=O)C>>[CH:2]1([CH2:5][O:6][C:7]2[CH:12]=[C:11]([F:13])[C:10]([O:14][CH3:15])=[CH:9][C:8]=2[C:16]2[C:17]3[NH:24][C:23]([CH3:25])=[C:22]([C:26]([NH:28][C@@H:29]4[CH2:34][CH2:33][N:32]([C:40](=[O:39])[CH2:41][OH:42])[CH2:31][C@H:30]4[OH:35])=[O:27])[C:18]=3[N:19]=[CH:20][N:21]=2)[CH2:4][CH2:3]1 |f:0.1|. Procedure: Starting from 4-[2-(cyclopropylmethoxy)-4-fluoro-5-methoxyphenyl]-N-[(3R*,4R*)-3-hydroxypiperidin-4-yl]-6-methyl-5H-pyrrolo[3,2-d]pyrimidine-7-carboxamide hydrochloride (example D.f38) and commercially available 2-chloro-2-oxoethyl acetate the title compound is obtained as colorless solid.